describe an organic reaction: reactants, conditions, products, and yield From a dataset of the Open Reaction Database (ORD), a public repository of structured organic reaction records. Starting materials: COC(OC)C1(C)Oc2ccc([N+](=O)[O-])cc2C2OC21, FC(F)(F)c1ccc(NCc2ncc[nH]2)cc1. The product is COC(OC)C1(C)Oc2ccc([N+](=O)[O-])cc2C(N(Cc2ncc[nH]2)c2ccc(C(F)(F)F)cc2)C1O. RXN SMILES: [CH3:1][O:2][CH:3]([C:4]1([CH3:18])[O:5][c:6]2[c:7]([cH:11][c:12]([N+:15](=[O:16])[O-:17])[cH:13][cH:14]2)[CH:8]2[CH:9]1[O:10]2)[O:19][CH3:20].[F:21][C:22]([c:23]1[cH:24][cH:25][c:26]([NH:29][CH2:30][c:31]2[nH:32][cH:33][cH:34][n:35]2)[cH:27][cH:28]1)([F:36])[F:37]>>[CH3:1][O:2][CH:3]([C:4]1([CH3:18])[O:5][c:6]2[c:7]([cH:11][c:12]([N+:15](=[O:16])[O-:17])[cH:13][cH:14]2)[CH:8]([N:29]([c:26]2[cH:25][cH:24][c:23]([C:22]([F:21])([F:36])[F:37])[cH:28][cH:27]2)[CH2:30][c:31]2[n:32][cH:33][cH:34][nH:35]2)[CH:9]1[OH:10])[O:19][CH3:20]. Starting materials: CNC(=O)c1ccc([N+](=O)[O-])cc1Nc1nc(Cl)ncc1Cl, Cl, [Fe], [Na+], [OH-]. Product: CNC(=O)c1ccc(N)cc1Nc1nc(Cl)ncc1Cl. RXN SMILES: [Cl:1][c:2]1[n:3][cH:4][c:5]([Cl:22])[c:6]([NH:8][c:9]2[c:10]([C:11](=[O:12])[NH:13][CH3:14])[cH:15][cH:16][c:17]([N+:19]([O-:20])=[O:21])[cH:18]2)[n:7]1.[ClH:23].[Fe:26].[Na+:25].[OH-:24]>>[Cl:1][c:2]1[n:3][cH:4][c:5]([Cl:22])[c:6]([NH:8][c:9]2[c:10]([C:11](=[O:12])[NH:13][CH3:14])[cH:15][cH:16][c:17]([NH2:19])[cH:18]2)[n:7]1. The reactants are COc1cc2[nH]cc(C=O)c2cc1OC, COc1cc(C(C)=O)cc(OC)c1OC. Yields the product COc1cc2[nH]cc(C=CC(=O)c3cc(OC)c(OC)c(OC)c3)c2cc1OC. RXN SMILES: [CH3:16][O:17][c:18]1[cH:19][c:20]2[c:21]([CH:29]=[O:30])[cH:22][nH:23][c:24]2[cH:25][c:26]1[O:27][CH3:28].[CH3:1][O:2][c:3]1[cH:4][c:5]([C:13]([CH3:14])=[O:15])[cH:6][c:7]([O:11][CH3:12])[c:8]1[O:9][CH3:10]>>[CH3:1][O:2][c:3]1[cH:4][c:5]([C:13]([CH:14]=[CH:29][c:21]2[c:20]3[cH:19][c:18]([O:17][CH3:16])[c:26]([O:27][CH3:28])[cH:25][c:24]3[nH:23][cH:22]2)=[O:15])[cH:6][c:7]([O:11][CH3:12])[c:8]1[O:9][CH3:10]. The product is ClC=1C=C(C=CC1)C(=O)C1=C(C=CC=C1)NC1=NC=CC=C1[N+](=O)[O-] (3-Chlorophenyl[2-[(3-nitro-2-pyridinyl)amino]phenyl]methanone). Run at temperature 125 celsius. Isolated yield 29.9%. Starting materials: NC1=C(C(=O)C2=CC(=CC=C2)Cl)C=CC=C1 (2-amino-3'-chlorobenzophenone), ClC1=NC=CC=C1[N+](=O)[O-] (2-chloro-3-nitropyridine), Cl (hydrochloric acid). Reported procedure: To a stirred melt of 10.0 g (0.043 mole) of 2-amino-3'-chlorobenzophenone under an atmosphere of nitrogen gas was added at 115°-120° C. in two portions at 20 min intervals, 6.3 g (0.040 mole) of 2-chloro-3-nitropyridine. The reaction mixture was heated at 125° C. for 4 hr and then poured into 250 ml of hot 3N hydrochloric acid under vigorous agitation. The mixture was cooled, the aqueous portion decanted and the residue was dissolved in 150 ml of methylene chloride. The methylene chloride soluti... As a reaction SMILES: [NH2:1][C:2]1[CH:16]=[CH:15][CH:14]=[CH:13][C:3]=1[C:4]([C:6]1[CH:11]=[CH:10][CH:9]=[C:8]([Cl:12])[CH:7]=1)=[O:5].Cl[C:18]1[C:23]([N+:24]([O-:26])=[O:25])=[CH:22][CH:21]=[CH:20][N:19]=1.Cl>>[Cl:12][C:8]1[CH:7]=[C:6]([C:4]([C:3]2[CH:13]=[CH:14][CH:15]=[CH:16][C:2]=2[NH:1][C:18]2[C:23]([N+:24]([O-:26])=[O:25])=[CH:22][CH:21]=[CH:20][N:19]=2)=[O:5])[CH:11]=[CH:10][CH:9]=1. The reactants are CC1=NOC(=C1C=1N(C2=CC=CC=C2C1C([O-])=N)C1=CC=C(C=C1)O)C (2-(3,5-Dimethylisoxazol-4-yl)-1-(4-hydroxyphenyl)-1H-indole-3-carbimidate), NN (hydrazine). The solvent is CCO (EtOH), CCOC(=O)C (EtOAc). Reaction conditions: temperature 90 celsius, time 10 hour. Product: CC1=NOC(=C1C=1N(C2=CC=CC=C2C1C(N)=NN)C1=CC=C(C=C1)O)C (2-(3,5-Dimethylisoxazol-4-yl)-1-(4-hydroxyphenyl)-1H-indole-3 carbohydrazonamide). RXN SMILES: [CH3:1][C:2]1[C:6]([C:7]2[N:8]([C:19]3[CH:24]=[CH:23][C:22]([OH:25])=[CH:21][CH:20]=3)[C:9]3[C:14]([C:15]=2[C:16](=[NH:18])[O-])=[CH:13][CH:12]=[CH:11][CH:10]=3)=[C:5]([CH3:26])[O:4][N:3]=1.[NH2:27][NH2:28]>CCO.CCOC(C)=O>[CH3:1][C:2]1[C:6]([C:7]2[N:8]([C:19]3[CH:20]=[CH:21][C:22]([OH:25])=[CH:23][CH:24]=3)[C:9]3[C:14]([C:15]=2[C:16](=[N:27][NH2:28])[NH2:18])=[CH:13][CH:12]=[CH:11][CH:10]=3)=[C:5]([CH3:26])[O:4][N:3]=1. Reported procedure: 2-(3,5-Dimethylisoxazol-4-yl)-1-(4-hydroxyphenyl)-1H-indole-3-carbimidate (Example 184) was dissolved in EtOH and 10 eq hydrazine was added. The resulting mixture was stirred at 90° C. for 10 hours. The reaction mixture was diluted with EtOAc and washed with brine. The organic phase was evaporated to dryness in vacuo and then purified using reversed phase preparative HPLC. Fractions were combined, concentrated and the final product was identified by 1H-NMR and LC/MS. Purity was determined by ana... The reactants are ClC1=CC(=C(CN2N=CC3=CC(=CC=C23)C=C2C(N=C(S2)SCC)=O)C=C1)C(F)(F)F (5-[1-(4-chloro-2-trifluoromethyl-benzyl)-1H-indazol-5-ylmethylene]-2-ethylsulfanyl-thiazol-4-one), CN(C(CN1CCNCC1)=O)C (N,N-dimethyl-2-piperazin-1-yl-acetamide). Yields the product ClC1=CC(=C(CN2N=CC3=CC(=CC=C23)C=C2C(N=C(S2)N2CCN(CC2)CC(=O)N(C)C)=O)C=C1)C(F)(F)F (2-(4-{5-[1-(4-Chloro-2-trifluoromethyl-benzyl)-1H-indazol-5-ylmethylene]-4-oxo-4,5-dihydro-thiazol-2-yl}-piperazin-1-yl)-N,N-dimethyl-acetamide). Reaction SMILES: [Cl:1][C:2]1[CH:27]=[CH:26][C:5]([CH2:6][N:7]2[C:15]3[C:10](=[CH:11][C:12]([CH:16]=[C:17]4[S:21][C:20](SCC)=[N:19][C:18]4=[O:25])=[CH:13][CH:14]=3)[CH:9]=[N:8]2)=[C:4]([C:28]([F:31])([F:30])[F:29])[CH:3]=1.[CH3:32][N:33]([CH3:43])[C:34](=[O:42])[CH2:35][N:36]1[CH2:41][CH2:40][NH:39][CH2:38][CH2:37]1>>[Cl:1][C:2]1[CH:27]=[CH:26][C:5]([CH2:6][N:7]2[C:15]3[C:10](=[CH:11][C:12]([CH:16]=[C:17]4[S:21][C:20]([N:39]5[CH2:38][CH2:37][N:36]([CH2:35][C:34]([N:33]([CH3:43])[CH3:32])=[O:42])[CH2:41][CH2:40]5)=[N:19][C:18]4=[O:25])=[CH:13][CH:14]=3)[CH:9]=[N:8]2)=[C:4]([C:28]([F:31])([F:30])[F:29])[CH:3]=1. Procedure details: 2-(4-{5-[1-(4-Chloro-2-trifluoromethyl-benzyl)-1H-indazol-5-ylmethylene]-4-oxo-4,5-dihydro-thiazol-2-yl}-piperazin-1-yl)-N,N-dimethyl-acetamide one was prepared from 5-[1-(4-chloro-2-trifluoromethyl-benzyl)-1H-indazol-5-ylmethylene]-2-ethylsulfanyl-thiazol-4-one and N,N-dimethyl-2-piperazin-1-yl-acetamide following General Procedure C. Starting materials: BrC(C(=O)C1=CC(=C(C=C1)Cl)S(N)(=O)=O)CC (2-bromo-4'-chloro-3'-sulfamoyl-butyrophenone), CNC(=S)NC (1,3-dimethylthio urea). Solvent: CO (methanol). Run at time 2 hour. Product: Br.C(C)C1C(N(C(S1)=NC)C)(O)C1=CC(=C(C=C1)Cl)S(N)(=O)=O (5-Ethyl-4-(4-chloro-3-sulfamoylphenyl)-3-methyl-2-methylimino-1,3-thiazolidine-4-ol-hydrobromide). Reaction SMILES: [Br:1][CH:2]([CH2:16][CH3:17])[C:3]([C:5]1[CH:10]=[CH:9][C:8]([Cl:11])=[C:7]([S:12](=[O:15])(=[O:14])[NH2:13])[CH:6]=1)=[O:4].[CH3:18][NH:19][C:20]([NH:22][CH3:23])=[S:21]>CO>[BrH:1].[CH2:16]([CH:2]1[S:21][C:20](=[N:19][CH3:18])[N:22]([CH3:23])[C:3]1([C:5]1[CH:10]=[CH:9][C:8]([Cl:11])=[C:7]([S:12](=[O:15])(=[O:14])[NH2:13])[CH:6]=1)[OH:4])[CH3:17] |f:3.4|. Reported procedure: 5.6 g of 2-bromo-4'-chloro-3'-sulfamoyl-butyrophenone and 1.7 g of 1,3-dimethylthio urea were heated in 50 ml of methanol for 10 minutes to 40° C and stirred for another 2 hours at room temperature. Precipitation followed by adding diisopropyl ether and the oily end product was crystallized with diethyl ether. Colorless solid body: decomposition from 98° C on, γC=N 1620 cm-1.